Dataset: the Open Reaction Database (ORD), a public repository of structured organic reaction records. Task: describe an organic reaction: reactants, conditions, products, and yield The reactants are C(O)([O-])=O.[Na+] (sodium hydrogencarbonate), COC=1C=C2CCC(C2=CC1)=O (5-methoxy-indan-1-one), ClC1=CC(=CC=C1)C(=O)OO (3-Chloro-perbenzoic acid). Run in ClCCl (dichloromethane). Reaction conditions: temperature 0 celsius, time 8 hour. Product: COC=1C=C2CCC(OC2=CC1)=O (6-methoxy-chroman-2-one). Yield: 79.7%. As a reaction SMILES: [CH3:1][O:2][C:3]1[CH:4]=[C:5]2[C:9](=[CH:10][CH:11]=1)[C:8](=[O:12])[CH2:7][CH2:6]2.C(=O)([O-])[OH:14].[Na+].ClC1C=CC=C(C(OO)=O)C=1>ClCCl>[CH3:1][O:2][C:3]1[CH:4]=[C:5]2[C:9](=[CH:10][CH:11]=1)[O:14][C:8](=[O:12])[CH2:7][CH2:6]2 |f:1.2|. Procedure details: To a solution of 5-methoxy-indan-1-one (4.2 g, 25.9 mmol) in 240 ml of dichloromethane cooled in an ice bath was added sodium hydrogencarbonate (4.35 g, 51.8 mmol). 3-Chloro-perbenzoic acid (11.61 g, 51.8 mmol) was added portionwise, and the reaction mixture was stirred at 0° C. for 2 h and at room temperature overnight. The precipitate was filtered off and washed with dichloromethane. The filtrate was washed with saturated solution of sodium hydrogencarbonate and dried with sodium sulfate. Afte... The reactants are Cn1c(=O)[nH]c(=O)c2[nH]c(Br)nc21, CC(C)=CCBr, O=C([O-])[O-], [K+], [K+], CN(C)C=O, O. The product is CC(C)=CCn1c(Br)nc2c1c(=O)[nH]c(=O)n2C. Reaction SMILES: [Br:1][c:2]1[n:3][c:4]2[n:5]([CH3:13])[c:6](=[O:12])[nH:7][c:8](=[O:11])[c:9]2[nH:10]1.[Br:25][CH2:26][CH:27]=[C:28]([CH3:29])[CH3:30].[C:19](=[O:20])([O-:21])[O-:22].[K+:23].[K+:24].[O:14]=[CH:15][N:16]([CH3:17])[CH3:18].[OH2:31]>>[Br:1][c:2]1[n:3][c:4]2[n:5]([CH3:13])[c:6](=[O:12])[nH:7][c:8](=[O:11])[c:9]2[n:10]1[CH2:26][CH:27]=[C:28]([CH3:29])[CH3:30]. The reactants are CNc1cccc(Br)c1, O=CO, O. Product: CN(C=O)c1cccc(Br)c1. As a reaction SMILES: [Br:1][c:2]1[cH:3][c:4]([NH:5][CH3:6])[cH:7][cH:8][cH:9]1.[CH:10](=[O:11])[OH:12].[OH2:13]>>[Br:1][c:2]1[cH:3][c:4]([N:5]([CH3:6])[CH:10]=[O:12])[cH:7][cH:8][cH:9]1. Reactants: C(=O)(C(F)(F)F)O (TFA), CC=1N=C(SC1COC1=CC=C2CCC(NC2=C1)=O)C1=CC=C(C=C1)C(F)(F)F (7-[4-methyl-2-(4-trifluoromethyl-phenyl)-thiazol-5-ylmethoxy]-3,4-dihydro-1H-quinolin-2-one), [H-].[Na+] (NaH), BrCC(=O)OC(C)(C)C (t-butyl bromoacetate). Run in O (H2O), C(Cl)Cl (CH2Cl2), CN(C)C=O (DMF). Reaction conditions: temperature 57 celsius, time 2 hour. The product is CC=1N=C(SC1COC1=CC=C2CCC(N(C2=C1)CC(=O)O)=O)C1=CC=C(C=C1)C(F)(F)F ({7-[4-Methyl-2-(4-trifluoromethyl-phenyl)-thiazol-5-ylmethoxy]-2-oxo-3,4-dihydro-2H-quinolin-1-yl}-acetic acid). Yield: 24.5%. RXN SMILES: [CH3:1][C:2]1[N:3]=[C:4]([C:20]2[CH:25]=[CH:24][C:23]([C:26]([F:29])([F:28])[F:27])=[CH:22][CH:21]=2)[S:5][C:6]=1[CH2:7][O:8][C:9]1[CH:18]=[C:17]2[C:12]([CH2:13][CH2:14][C:15](=[O:19])[NH:16]2)=[CH:11][CH:10]=1.[H-].[Na+].Br[CH2:33][C:34]([O:36]C(C)(C)C)=[O:35].C(O)(C(F)(F)F)=O>CN(C=O)C.O.C(Cl)Cl>[CH3:1][C:2]1[N:3]=[C:4]([C:20]2[CH:25]=[CH:24][C:23]([C:26]([F:29])([F:27])[F:28])=[CH:22][CH:21]=2)[S:5][C:6]=1[CH2:7][O:8][C:9]1[CH:18]=[C:17]2[C:12]([CH2:13][CH2:14][C:15](=[O:19])[N:16]2[CH2:33][C:34]([OH:36])=[O:35])=[CH:11][CH:10]=1 |f:1.2|. Procedure details: A solution of 7-[4-methyl-2-(4-trifluoromethyl-phenyl)-thiazol-5-ylmethoxy]-3,4-dihydro-1H-quinolin-2-one (233 mg, 0.557 mmol) in DMF (3.0 mL) is treated with NaH (67 mg, 1.67 mmol, 60%). The resulting suspension is heated at 57° C. for 40 minutes and cooled to room temperature. The t-butyl bromoacetate (217 mg, 1.11 mmol) is added and the suspension is stirred for 2 hours and then quenched with water. The mixture is extracted with EtOAc (30 mL×2) and the combined organics are dried (Na2SO4), co... The reactants are CCOC(C)=O, CC(C)CC(O)c1ccc(Cl)cc1Cl, ClCCl. The product is CC(C)CC(=O)c1ccc(Cl)cc1Cl. RXN SMILES: [CH3:15][CH2:16][O:17][C:18]([CH3:19])=[O:20].[Cl:1][c:2]1[c:3]([CH:9]([CH2:10][CH:11]([CH3:12])[CH3:13])[OH:14])[cH:4][cH:5][c:6]([Cl:8])[cH:7]1.[Cl:21][CH2:22][Cl:23]>>[Cl:1][c:2]1[c:3]([C:9]([CH2:10][CH:11]([CH3:12])[CH3:13])=[O:14])[cH:4][cH:5][c:6]([Cl:8])[cH:7]1. RXN SMILES: FC1C=CC=C(F)C=1C#[N:5].[OH-].[Na+].OO.C([O:22][C:23]1[CH:31]=[CH:30][CH:29]=[C:28]([F:32])[C:24]=1C(N)=O)C1C=CC=CC=1.ClCl>C(O)C1C=CC=CC=1.O>[NH2:5][C:24]1[C:28]([F:32])=[CH:29][CH:30]=[CH:31][C:23]=1[OH:22] |f:1.2|. Run in C(C1=CC=CC=C1)O (benzyl alcohol), O (water). Starting materials: FC1=C(C#N)C(=CC=C1)F (2,6-difluorobenzonitrile), [OH-].[Na+] (sodium hydroxide), C(C1=CC=CC=C1)OC1=C(C(=O)N)C(=CC=C1)F (2-benzyloxy-6-fluorobenzamide), [OH-].[Na+] (sodium hydroxide), OO (hydrogen peroxide), ClCl (Chlorine). Reported procedure: 69.9 g (0.5 mol) of 2,6-difluorobenzonitrile and 237 g (1.2 mol) of 6-normal sodium hydroxide solution are initially introduced in 200 ml of benzyl alcohol. 221 g (1.95 mol) of 30% hydrogen peroxide solution are added dropwise to this mixture within the space of 30 min, the temperature rising from 20° C., at the beginning of the metering-in, to 50° C., and then being maintained at this value. After 5 h (complete transformation to 2-benzyloxy-6-fluorobenzamide can be demonstrated by GC), the mixt... Yield: 51.0%. Product: NC1=C(C=CC=C1F)O (2-amino-3-fluorophenol).